This data is from the Open Reaction Database (ORD), a public repository of structured organic reaction records. The task is: describe an organic reaction: reactants, conditions, products, and yield Procedure details: 850 mg (1.94 mmol) diethyl 2-methyl-2-[1-(2-phenyl-benzoxazole-6-carbonyl)-propyl]-malonate are mixed with 10 ml dioxane, then a solution of 300 mg (12.53 mmol) lithium hydroxide in 10 ml of water is added and the mixture is left overnight at RT with stirring. The next day the reaction mixture is acidified with 4N hydrochloric acid and extracted with DCM. The org. phase is dried on magnesium sulphate and concentrated by rotary evaporation i. V., the residue is stirred with 5 ml DMSO and 500 mg l... RXN SMILES: [CH3:1][C:2]([CH:13]([C:16]([C:18]1[CH:32]=[CH:31][C:21]2[N:22]=[C:23]([C:25]3[CH:30]=[CH:29][CH:28]=[CH:27][CH:26]=3)[O:24][C:20]=2[CH:19]=1)=[O:17])[CH2:14][CH3:15])(C(OCC)=O)[C:3]([O:5]CC)=[O:4].O1CCOCC1.[OH-].[Li+].Cl>O>[CH3:1][CH:2]([CH:13]([C:16]([C:18]1[CH:32]=[CH:31][C:21]2[N:22]=[C:23]([C:25]3[CH:26]=[CH:27][CH:28]=[CH:29][CH:30]=3)[O:24][C:20]=2[CH:19]=1)=[O:17])[CH2:14][CH3:15])[C:3]([OH:5])=[O:4] |f:2.3|. Conditions: time 8 hour. The reactants are Cl (hydrochloric acid), CC(C(=O)OCC)(C(=O)OCC)C(CC)C(=O)C1=CC2=C(N=C(O2)C2=CC=CC=C2)C=C1 (diethyl 2-methyl-2-[1-(2-phenyl-benzoxazole-6-carbonyl)-propyl]-malonate), O1CCOCC1 (dioxane), [OH-].[Li+] (lithium hydroxide). The solvent is O (water). The product is CC(C(=O)O)C(CC)C(=O)C1=CC2=C(N=C(O2)C2=CC=CC=C2)C=C1 (2-methyl-3-(2-phenyl-benzoxazole-6-carbonyl)-pentanoic acid). Reactants: CC(CC=C(c1ccccc1)c1ccccc1)C1CCC2C3CCC4CC(C(C)(C)C)CCC4(C)C3CC(O)C12CO[SiH](c1ccccc1)c1ccccc1, CCC(C)(C)C(=O)Cl, CCCCCC, c1cc(N2CCCC2)ccn1, c1ccncc1. The product is CCC(C)(C)C(=O)OC1CC2C(CCC3CC(C(C)(C)C)CCC32C)C2CCC(C(C)CC=C(c3ccccc3)c3ccccc3)C12CO[SiH](c1ccccc1)c1ccccc1. Reaction SMILES: [C:1]([CH3:2])([CH3:3])([CH3:4])[CH:5]1[CH2:6][CH:7]2[CH2:8][CH2:9][CH:10]3[CH:11]4[CH2:12][CH2:13][CH:14]([CH:39]([CH2:40][CH:41]=[C:42]([c:43]5[cH:44][cH:45][cH:46][cH:47][cH:48]5)[c:49]5[cH:50][cH:51][cH:52][cH:53][cH:54]5)[CH3:55])[C:15]4([CH2:16][O:17][SiH:18]([c:19]4[cH:20][cH:21][cH:22][cH:23][cH:24]4)[c:25]4[cH:26][cH:27][cH:28][cH:29][cH:30]4)[CH:31]([OH:38])[CH2:32][CH:33]3[C:34]2([CH3:37])[CH2:35][CH2:36]1.[CH3:67][C:68]([C:69](=[O:70])[Cl:71])([CH2:72][CH3:73])[CH3:74].[CH3:81][CH2:82][CH2:83][CH2:84][CH2:85][CH3:86].[N:56]1([c:57]2[cH:58][cH:59][n:60][cH:61][cH:62]2)[CH2:63][CH2:64][CH2:65][CH2:66]1.[cH:75]1[cH:76][cH:77][n:78][cH:79][cH:80]1>>[C:1]([CH3:2])([CH3:3])([CH3:4])[CH:5]1[CH2:6][CH:7]2[CH2:8][CH2:9][CH:10]3[CH:11]4[CH2:12][CH2:13][CH:14]([CH:39]([CH2:40][CH:41]=[C:42]([c:43]5[cH:44][cH:45][cH:46][cH:47][cH:48]5)[c:49]5[cH:50][cH:51][cH:52][cH:53][cH:54]5)[CH3:55])[C:15]4([CH2:16][O:17][SiH:18]([c:19]4[cH:20][cH:21][cH:22][cH:23][cH:24]4)[c:25]4[cH:26][cH:27][cH:28][cH:29][cH:30]4)[CH:31]([O:38][C:69]([C:68]([CH3:67])([CH2:72][CH3:73])[CH3:74])=[O:70])[CH2:32][CH:33]3[C:34]2([CH3:37])[CH2:35][CH2:36]1. The reactants are CI (Methyl iodide), O (water), O=C(CC(=O)OCC)C(F)(F)F (ethyl 3-keto-4,4,4-trifluorobutanoate), [Cl-].[NH4+] (ammonium chloride). Run in C(OC)COC (dimethoxyethane), [Cl-].[Na+].O (brine). Conditions: time 30 minute. The product is O=C(C(C(=O)OCC)C)C(F)(F)F (ethyl 3-keto-2-methyl-4,4,4-trifluorobutanoate). As a reaction SMILES: [O:1]=[C:2]([C:9]([F:12])([F:11])[F:10])[CH2:3][C:4]([O:6][CH2:7][CH3:8])=[O:5].[CH3:13]I.[Cl-].[NH4+].O>C(COC)OC.[Cl-].[Na+].O>[O:1]=[C:2]([C:9]([F:10])([F:11])[F:12])[CH:3]([CH3:13])[C:4]([O:6][CH2:7][CH3:8])=[O:5] |f:2.3,6.7.8|. Procedure: Sodium hydride (7.05 g of a 50% oil dispersion, 0.15 mol) was washed 3 times with 25 ml of dimethoxyethane to remove the oil and then suspended in 220 ml of dimethoxyethane, under an argon atmosphere and cooled in an ice bath. A solution of ethyl 3-keto-4,4,4-trifluorobutanoate (25.77 g, 0.14 mol) in 25 ml of dimethoxyethane was added dropwise from an addition funnel to the stirred suspension. After the addition was completed, the cooling bath was removed and the reaction mixture stirred for 30 ... The reactants are CCOC(=O)c1ccc2[nH]c3ccc(OC)cc3c2c1, CCI, [Cl-], [H-], [NH4+], [Na+], CN(C)C=O, O. Yields the product CCOC(=O)c1ccc2c(c1)c1cc(OC)ccc1n2CC. Reaction SMILES: [CH2:1]([CH3:2])[O:3][C:4](=[O:5])[c:6]1[cH:7][cH:8][c:9]2[nH:10][c:11]3[cH:12][cH:13][c:14]([O:19][CH3:20])[cH:15][c:16]3[c:17]2[cH:18]1.[CH2:23]([CH3:24])[I:25].[Cl-:31].[H-:21].[NH4+:32].[Na+:22].[O:26]=[CH:27][N:28]([CH3:29])[CH3:30].[OH2:33]>>[CH2:1]([CH3:2])[O:3][C:4](=[O:5])[c:6]1[cH:7][cH:8][c:9]2[n:10]([CH2:23][CH3:24])[c:11]3[cH:12][cH:13][c:14]([O:19][CH3:20])[cH:15][c:16]3[c:17]2[cH:18]1. The reactants are [BH4-], CCO, C=CC1Cc2cc(OC)ccc2C2CCC3(C)C(=O)CC=C3C12, C1CCOC1, O. The product is C=CC1Cc2cc(OC)ccc2C2CCC3(C)C(=CCC3O)C12. RXN SMILES: [BH4-:1].[CH3:25][CH2:26][OH:27].[CH:2](=[CH2:3])[CH:4]1[CH:5]2[C:6]3=[CH:7][CH2:8][C:9](=[O:24])[C:10]3([CH3:11])[CH2:12][CH2:13][CH:14]2[c:15]2[cH:16][cH:17][c:18]([O:22][CH3:23])[cH:19][c:20]2[CH2:21]1.[O:29]1[CH2:30][CH2:31][CH2:32][CH2:33]1.[OH2:28]>>[CH:2](=[CH2:3])[CH:4]1[CH:5]2[C:6]3=[CH:7][CH2:8][CH:9]([OH:24])[C:10]3([CH3:11])[CH2:12][CH2:13][CH:14]2[c:15]2[cH:16][cH:17][c:18]([O:22][CH3:23])[cH:19][c:20]2[CH2:21]1. The reactants are [N+](=O)([O-])C1=C(OC=2C=C(OC(C(=O)N)C)C=CC2)C=CC=C1 (2-[3-(2-nitrophenoxy)phenoxy]propionamide), FC(C(=O)OC(C(F)(F)F)=O)(F)F (trifluoroacetic anhydride), ice water. Run in N1=CC=CC=C1 (pyridine), O1CCOCC1 (dioxane). Product: [N+](=O)([O-])C1=C(OC=2C=C(OC(C#N)C)C=CC2)C=CC=C1 (2-[3-(2-Nitrophenoxy)phenoxy]propionitrile). Isolated yield 100.5%. Reaction SMILES: [N+:1]([C:4]1[CH:22]=[CH:21][CH:20]=[CH:19][C:5]=1[O:6][C:7]1[CH:8]=[C:9]([CH:16]=[CH:17][CH:18]=1)[O:10][CH:11]([CH3:15])[C:12]([NH2:14])=O)([O-:3])=[O:2].FC(F)(F)C(OC(=O)C(F)(F)F)=O>N1C=CC=CC=1.O1CCOCC1>[N+:1]([C:4]1[CH:22]=[CH:21][CH:20]=[CH:19][C:5]=1[O:6][C:7]1[CH:8]=[C:9]([CH:16]=[CH:17][CH:18]=1)[O:10][CH:11]([CH3:15])[C:12]#[N:14])([O-:3])=[O:2]. Reported procedure: In a mixture of 12 ml of pyridine and 35 ml of dioxane was suspended 4.55 g of 2-[3-(2-nitrophenoxy)phenoxy]propionamide and, then, 3.6 g of trifluoroacetic anhydride was added dropwise with ice-cooling and stirring. The mixture was then stirred at that temperature for 30 minutes and, following addition of ice-water, extracted with ether. The ether extract was washed with diluted hydrochloric acid and sodium hydrogen carbonate solution in that order, dried and concentrated to give 4.3 g of the t... The reactants are N1CC(C1)C(=O)O (3-azetidine carboxylic acid), C[Si](C)(C)Cl (trimethylsilyl chloride), C(C)N(C(C)C)C(C)C (N-ethyldiisopropylamine), ClC(=O)OCC1=CC=CC=C1 (benzyl chloroformate). The solvent is ClCCl (dichloromethane). Conditions: time 72 hour. Yields the product C(C1=CC=CC=C1)OC(=O)N1CC(C1)C(=O)O (1-[(Benzyloxy)carbonyl]-3-azetidinecarboxylic Acid). Reaction SMILES: [NH:1]1[CH2:4][CH:3]([C:5]([OH:7])=[O:6])[CH2:2]1.C[Si](Cl)(C)C.C(N(C(C)C)C(C)C)C.Cl[C:23]([O:25][CH2:26][C:27]1[CH:32]=[CH:31][CH:30]=[CH:29][CH:28]=1)=[O:24]>ClCCl>[CH2:26]([O:25][C:23]([N:1]1[CH2:4][CH:3]([C:5]([OH:7])=[O:6])[CH2:2]1)=[O:24])[C:27]1[CH:32]=[CH:31][CH:30]=[CH:29][CH:28]=1. Reported procedure: A solution of 3-azetidine carboxylic acid (0.50 g, 4.9 mmol), trimethylsilyl chloride (1.25 ml, 9.8 mmol) and N-ethyldiisopropylamine (2.20 ml, 12.6 mmol) was heated under reflux in dichloromethane (20 ml) for 20 minutes. The reaction mixture was cooled in an ice bath and benzyl chloroformate (0.92 ml, 6.4 mmol) added. The mixture was stirred at room temperature for 72 hours before quenching with saturated aqueous sodium bicarbonate solution. The layers were separated and the aqueous phase was a...